The task is: describe an organic reaction: reactants, conditions, products, and yield. This data is from the Open Reaction Database (ORD), a public repository of structured organic reaction records. Reactants: ethyl acetate petrol, OCC=1OC2=C(C1C)C=C(C=C2)C(=O)O (2-hydroxymethyl-3-methylbenzofuran-5-carboxylic acid), [N+](=[N-])=C (diazomethane), [N+](=[N-])=C (diazomethane), C(C)(=O)O (acetic acid). Solvent: CO (methanol). The product is COC(=O)C=1C=CC2=C(C(=C(O2)CO)C)C1 (2-hydroxymethyl-3-methylbenzofuran-5-carboxylic acid methyl ester). As a reaction SMILES: [OH:1][CH2:2][C:3]1[O:4][C:5]2[CH:12]=[CH:11][C:10]([C:13]([OH:15])=[O:14])=[CH:9][C:6]=2[C:7]=1[CH3:8].[N+](=[CH2:18])=[N-].C(O)(=O)C>CO>[CH3:18][O:14][C:13]([C:10]1[CH:11]=[CH:12][C:5]2[O:4][C:3]([CH2:2][OH:1])=[C:7]([CH3:8])[C:6]=2[CH:9]=1)=[O:15]. Procedure details: A solution of 2-hydroxymethyl-3-methylbenzofuran-5-carboxylic acid (0.69 g) in methanol (250 ml) was treated with an excess of an ethereal solution of diazomethane. The solution was allowed to stand for 11/2 hours at 0° and then the excess of diazomethane was decomposed by dropwise addition of acetic acid until no further effervescence was apparent. The solution was evaporated and the residue was dissolved in ether. The solution was washed with sodium bicarbonate, dried (Na2SO4) and evaporated t...